This data is from the Open Reaction Database (ORD), a public repository of structured organic reaction records. The task is: describe an organic reaction: reactants, conditions, products, and yield The reactants are C(C1=CC=CC=C1)N1CCC(CC1)NCCNC1=CC=CC=C1 (1-benzyl-4-(2-anilino-ethylamino)-piperidine), C1(=CC=CC=C1)C (toluene), [OH-].[K+] (potassium hydroxide), [OH-].[K+] (potassium hydroxide), C(=O)(Cl)Cl (phosgene). Solvent: CO (methanol). Conditions: time 2 hour. Yields the product C(C1=CC=CC=C1)N1CCC(CC1)N1C(N(CC1)C1=CC=CC=C1)=O (1-(1-benzyl-4-piperidyl)-3-phenyl-imidazolidin- 2-one). Reaction SMILES: [CH2:1]([N:8]1[CH2:13][CH2:12][CH:11]([NH:14][CH2:15][CH2:16][NH:17][C:18]2[CH:23]=[CH:22][CH:21]=[CH:20][CH:19]=2)[CH2:10][CH2:9]1)[C:2]1[CH:7]=[CH:6][CH:5]=[CH:4][CH:3]=1.C1(C)C=CC=CC=1.[OH-].[K+].[C:33](Cl)(Cl)=[O:34]>CO>[CH2:1]([N:8]1[CH2:9][CH2:10][CH:11]([N:14]2[CH2:15][CH2:16][N:17]([C:18]3[CH:19]=[CH:20][CH:21]=[CH:22][CH:23]=3)[C:33]2=[O:34])[CH2:12][CH2:13]1)[C:2]1[CH:3]=[CH:4][CH:5]=[CH:6][CH:7]=1 |f:2.3|. Procedure details: 200 g of 1-benzyl-4-(2-anilino-ethylamino)-piperidine and 2000 ml of toluene and 1940 ml of potassium hydroxide solution are charged into a reaction vessel. The temperature is kept between 5° and 10° C with a mixture of ice and methanol while 300 g of phosgene are introduced in the course of 3 hours. Thereafter the reaction mixture is stirred for 2 hours at room temperature. During the dropwise addition of 860 ml of potassium hydroxide, the temperature is kept below 25° C with an ice-bath. The b...